From a dataset of the Open Reaction Database (ORD), a public repository of structured organic reaction records. describe an organic reaction: reactants, conditions, products, and yield Starting materials: CCC(=O)Cl, CC(c1cccc(OCCCN)c1)N1CCCC1, C1CCOC1, c1ccncc1. Yields the product CCC(=O)NCCCOc1cccc(C(C)N2CCCC2)c1. RXN SMILES: [C:19]([CH2:20][CH3:21])(=[O:22])[Cl:23].[N:1]1([CH:6]([CH3:7])[c:8]2[cH:9][c:10]([O:11][CH2:12][CH2:13][CH2:14][NH2:15])[cH:16][cH:17][cH:18]2)[CH2:2][CH2:3][CH2:4][CH2:5]1.[O:30]1[CH2:31][CH2:32][CH2:33][CH2:34]1.[cH:24]1[cH:25][cH:26][n:27][cH:28][cH:29]1>>[N:1]1([CH:6]([CH3:7])[c:8]2[cH:9][c:10]([O:11][CH2:12][CH2:13][CH2:14][NH:15][C:19]([CH2:20][CH3:21])=[O:22])[cH:16][cH:17][cH:18]2)[CH2:2][CH2:3][CH2:4][CH2:5]1.